Task: describe an organic reaction: reactants, conditions, products, and yield. Dataset: the Open Reaction Database (ORD), a public repository of structured organic reaction records Starting materials: C(C=C)OCC1=C(C=C(C(=C1)Cl)CC1=CC=C(C=C1)CC)[C@@H]1O[C@@H]([C@H]([C@@H]([C@H]1O)O)O)CO ((2S,3R,4R,5S,6R)-2-(2-(allyloxymethyl)-4-chloro-5-(4-ethylbenzyl)phenyl)-6-(hydroxymethyl)tetrahydro-2H-pyran-3,4,5-triol), C1=CC(=CC(=C1)Cl)C(=O)OO (mCPBA). The solvent is C(Cl)Cl (CH2Cl2), C(Cl)Cl (CH2Cl2). Conditions: temperature 40 celsius. The product is ClC1=CC(=C(C=C1CC1=CC=C(C=C1)CC)[C@@H]1O[C@@H]([C@H]([C@@H]([C@H]1O)O)O)CO)COCC1OC1 ((2S,3R,4R,5S,6R)-2-(4-chloro-5-(4-ethylbenzyl)-2-((oxiran-2-ylmethoxy)methyl)phenyl)-6-(hydroxymethyl)tetrahydro-2H-pyran-3,4,5-triol). Reaction SMILES: [CH2:1]([O:4][CH2:5][C:6]1[CH:11]=[C:10]([Cl:12])[C:9]([CH2:13][C:14]2[CH:19]=[CH:18][C:17]([CH2:20][CH3:21])=[CH:16][CH:15]=2)=[CH:8][C:7]=1[C@H:22]1[C@H:27]([OH:28])[C@@H:26]([OH:29])[C@H:25]([OH:30])[C@@H:24]([CH2:31][OH:32])[O:23]1)[CH:2]=[CH2:3].C1C=C(Cl)C=C(C(OO)=[O:41])C=1>C(Cl)Cl>[Cl:12][C:10]1[C:9]([CH2:13][C:14]2[CH:19]=[CH:18][C:17]([CH2:20][CH3:21])=[CH:16][CH:15]=2)=[CH:8][C:7]([C@H:22]2[C@H:27]([OH:28])[C@@H:26]([OH:29])[C@H:25]([OH:30])[C@@H:24]([CH2:31][OH:32])[O:23]2)=[C:6]([CH2:5][O:4][CH2:1][CH:2]2[CH2:3][O:41]2)[CH:11]=1. Procedure: To a solution of (2S,3R,4R,5S,6R)-2-(2-(allyloxymethyl)-4-chloro-5-(4-ethylbenzyl)phenyl)-6-(hydroxymethyl)tetrahydro-2H-pyran-3,4,5-triol (463 mg, 1 mmol) in CH2Cl2 (2 mL) at 0° C., was added mCPBA (350 mg, 2 mmol). The mixture was heated to 40° C. and kept at that temperature overnight. Upon being cooled to room temperature, 10 mL of CH2Cl2 was added to dilute the solution. The solution was then washed with aqueous NaHCO3 and brine prior to drying over Na2SO4. The solvent was removed under red... Reactants: NCC(=O)O (glycine), [OH-].[Na+] (NaOH), C(CCCCCCC)C1CC2=CC=C(C=C2C1)C(=O)Cl (2-octylindan-5-carbonyl chloride), 0.29, [OH-].[Na+] (NaOH), Cl (HCl). Run in O1CCOCC1 (dioxane), O (water), O (water), O1CCOCC1 (dioxane). Yields the product C(CCCCCCC)C1CC2=CC=C(C=C2C1)C(=O)NCC(=O)O (N-(2-octylindan-5-carbonyl)glycin). Isolated yield 66.5%. RXN SMILES: [NH2:1][CH2:2][C:3]([OH:5])=[O:4].[OH-].[Na+].[CH2:8]([CH:16]1[CH2:24][C:23]2[C:18](=[CH:19][CH:20]=[C:21]([C:25](Cl)=[O:26])[CH:22]=2)[CH2:17]1)[CH2:9][CH2:10][CH2:11][CH2:12][CH2:13][CH2:14][CH3:15].Cl>O.O1CCOCC1>[CH2:8]([CH:16]1[CH2:24][C:23]2[C:18](=[CH:19][CH:20]=[C:21]([C:25]([NH:1][CH2:2][C:3]([OH:5])=[O:4])=[O:26])[CH:22]=2)[CH2:17]1)[CH2:9][CH2:10][CH2:11][CH2:12][CH2:13][CH2:14][CH3:15] |f:1.2|. Reported procedure: 1.10 g (14.7 mM) of glycine, 0.29 (7.25 mM) of NaOH, 5.8 ml of distilled water were placed in a 100 ml-three necked flask and dissolved to prepare a solution. To the solution, 5.8 ml of dioxane was added, followed by stirring or a ice-common salt bath. To the mixture, a solution of 0.29 g (7.25 mM) of NaOH in 2.5 ml of distilled water and a solution of 2.14 g (7.29 mM) of 2-octylindan-5-carbonyl chloride in 10 ml of dioxane were gradually added dropwise at the same time at -1° to 3° C. by means ...